Task: describe an organic reaction: reactants, conditions, products, and yield. Dataset: the Open Reaction Database (ORD), a public repository of structured organic reaction records Reactants: FC1=C(C=C(C=C1)C=1N=C(N=NC1)SC)C1=NC=CC=C1F (5-[4-Fluoro-3-(3-fluoropyridin-2-yl)phenyl]-3-methylsulfanyl-[1,2,4]triazine), FC=1C(=NC=CC1)[Sn](CCCC)(CCCC)CCCC (3-fluoro-2-tributylstannylpyridine). Yields the product FC1=C(C=C(C=C1)C=1N=C(N=NC1)C1=NC=CC=C1F)C1=NC=CC=C1F (5-[4-fluoro-3-(3-fluoropyridin-2-yl)phenyl]-3-(3-fluoropyridin-2-yl)-[1,2,4]triazine). Isolated yield 12.0%. Reaction SMILES: [F:1][C:2]1[CH:7]=[CH:6][C:5]([C:8]2[N:9]=[C:10](SC)[N:11]=[N:12][CH:13]=2)=[CH:4][C:3]=1[C:16]1[C:21]([F:22])=[CH:20][CH:19]=[CH:18][N:17]=1.[F:23][C:24]1[C:25]([Sn](CCCC)(CCCC)CCCC)=[N:26][CH:27]=[CH:28][CH:29]=1>>[F:1][C:2]1[CH:7]=[CH:6][C:5]([C:8]2[N:9]=[C:10]([C:25]3[C:24]([F:23])=[CH:29][CH:28]=[CH:27][N:26]=3)[N:11]=[N:12][CH:13]=2)=[CH:4][C:3]=1[C:16]1[C:21]([F:22])=[CH:20][CH:19]=[CH:18][N:17]=1. Procedure: 5-[4-Fluoro-3-(3-fluoropyridin-2-yl)phenyl]-3-methylsulfanyl-[1,2,4]triazine (100 mg, 0.32 mmol) was coupled to 3-fluoro-2-tributylstannylpyridine (146 mg, 0.38 mmol) using the method described in Example 36 to give 5-[4-fluoro-3-(3-fluoropyridin-2-yl)phenyl]-3-(3-fluoropyridin-2-yl)-[1,2,4]triazine as a yellow solid (14 mg): δH (400 MHz, CDCl3) 7.38-7.46 (2H, m), 7.52-7.60 (2H, m), 7.64-7.70 (1H, m), 8.44-8.48 (1H, m), 8.54 (1H, dd, J 2.3, 6.7 Hz), 8.59-8.61 (1H, m), 8.71 (1H, d, J 4.3 Hz), 9.7... Starting materials: [H-].[Na+] (Sodium hydride), C1(=CC=CC=C1)C=1C(=CNC1)C(=O)OC (methyl 4-phenylpyrrole-3-carboxylate), C(C1=CC=CC=C1)OC=1C=C2C=CC(=CC2=CC1)CCl (6-benzyloxy-2-chloromethylnaphthalene), CN(C=O)C (N,N-dimethylformamide). The solvent is O (water). Reaction conditions: time 30 minute. Product: C(C1=CC=CC=C1)OC=1C=C2C=CC(=CC2=CC1)CN1C=C(C(=C1)C1=CC=CC=C1)C(=O)OC (methyl 1-(6-benzyloxy-2-naphthylmethyl)-4-phenylpyrrole-3-carboxylate). Isolated yield 79.6%. As a reaction SMILES: [H-].[Na+].[C:3]1([C:9]2[C:10]([C:14]([O:16][CH3:17])=[O:15])=[CH:11][NH:12][CH:13]=2)[CH:8]=[CH:7][CH:6]=[CH:5][CH:4]=1.[CH2:18]([O:25][C:26]1[CH:27]=[C:28]2[C:33](=[CH:34][CH:35]=1)[CH:32]=[C:31]([CH2:36]Cl)[CH:30]=[CH:29]2)[C:19]1[CH:24]=[CH:23][CH:22]=[CH:21][CH:20]=1.CN(C)C=O>O>[CH2:18]([O:25][C:26]1[CH:27]=[C:28]2[C:33](=[CH:34][CH:35]=1)[CH:32]=[C:31]([CH2:36][N:12]1[CH:13]=[C:9]([C:3]3[CH:4]=[CH:5][CH:6]=[CH:7][CH:8]=3)[C:10]([C:14]([O:16][CH3:17])=[O:15])=[CH:11]1)[CH:30]=[CH:29]2)[C:19]1[CH:20]=[CH:21][CH:22]=[CH:23][CH:24]=1 |f:0.1|. Reported procedure: Sodium hydride (60%, oily, 0.36 g) was added to a mixture of methyl 4-phenylpyrrole-3-carboxylate (1.81 g), 6-benzyloxy-2-chloromethylnaphthalene (2.54 g) and N,N-dimethylformamide (35 ml), and the mixture was stirred at room temperature for 30 minutes. The reaction mixture was poured into water, which was extracted with ethyl acetate. The ethyl acetate layer was washed with water, then with saturated aqueous sodium chloride solution, dried (MgSO4), then concentrated. The residue was subjected t... Procedure: Example 116 was prepared according to procedures described in Example 105 substituting 4-(1-(5-bromopyridin-2-yl)piperidin-4-yloxy)-1-(4-(methylsulfonyl)phenyl)pyridin-2(1H)-one for 4-(1-(5-bromopyrimidin-2-yl)piperidin-4-yloxy)-1-(4-(methylsulfonyl)phenyl)pyridin-2(1H)-one, substituting phenylboronic acid (Aldrich) for cyclopropylboronic acid and substituting DMF for THF. The reaction was heated under microwave conditions at 120° C. for 10 min. 1H NMR (400 MHz, DMSO-d6) δ ppm 8.37 (d, J=2.45 Hz... Yields the product CS(=O)(=O)C1=CC=C(C=C1)N1C(C=C(C=C1)OC1CCN(CC1)C1=NC=C(C=C1)C1=CC=CC=C1)=O (1-(4-(methylsulfonyl)phenyl)-4-(1-(5-phenylpyridin-2-yl)piperidin-4-yloxy)pyridin-2(1H)-one). As a reaction SMILES: Br[C:2]1[CH:3]=[CH:4][C:5]([N:8]2[CH2:13][CH2:12][CH:11]([O:14][C:15]3[CH:20]=[CH:19][N:18]([C:21]4[CH:26]=[CH:25][C:24]([S:27]([CH3:30])(=[O:29])=[O:28])=[CH:23][CH:22]=4)[C:17](=[O:31])[CH:16]=3)[CH2:10][CH2:9]2)=[N:6][CH:7]=1.BrC1C=NC(N2CCC(OC3C=CN([C:52]4[CH:57]=[CH:56][C:55](S(C)(=O)=O)=[CH:54][CH:53]=4)C(=O)C=3)CC2)=NC=1.C1(B(O)O)CC1>C1COCC1>[CH3:30][S:27]([C:24]1[CH:25]=[CH:26][C:21]([N:18]2[CH:19]=[CH:20][C:15]([O:14][CH:11]3[CH2:12][CH2:13][N:8]([C:5]4[CH:4]=[CH:3][C:2]([C:52]5[CH:57]=[CH:56][CH:55]=[CH:54][CH:53]=5)=[CH:7][N:6]=4)[CH2:9][CH2:10]3)=[CH:16][C:17]2=[O:31])=[CH:22][CH:23]=1)(=[O:29])=[O:28]. Run in C1CCOC1 (THF). Reactants: BrC=1C=CC(=NC1)N1CCC(CC1)OC1=CC(N(C=C1)C1=CC=C(C=C1)S(=O)(=O)C)=O (4-(1-(5-bromopyridin-2-yl)piperidin-4-yloxy)-1-(4-(methylsulfonyl)phenyl)pyridin-2(1H)-one), BrC=1C=NC(=NC1)N1CCC(CC1)OC1=CC(N(C=C1)C1=CC=C(C=C1)S(=O)(=O)C)=O (4-(1-(5-bromopyrimidin-2-yl)piperidin-4-yloxy)-1-(4-(methylsulfonyl)phenyl)pyridin-2(1H)-one), C1(CC1)B(O)O (cyclopropylboronic acid). Run at temperature 120 celsius. Starting materials: C[Si](C)(C)N=[N+]=[N-], O, c1ccccc1, Cc1ncoc1C(C)(O)c1ccoc1. Yields the product Cc1ncoc1C(C)(N=[N+]=[N-])c1ccoc1. RXN SMILES: [CH3:15][Si:16]([CH3:17])([CH3:18])[N:19]=[N+:20]=[N-:21].[OH2:22].[cH:23]1[cH:24][cH:25][cH:26][cH:27][cH:28]1.[o:1]1[cH:2][c:3]([C:6]([CH3:7])([OH:8])[c:9]2[c:10]([CH3:14])[n:11][cH:12][o:13]2)[cH:4][cH:5]1>>[o:1]1[cH:2][c:3]([C:6]([CH3:7])([c:9]2[c:10]([CH3:14])[n:11][cH:12][o:13]2)[N:19]=[N+:20]=[N-:21])[cH:4][cH:5]1. Reactants: CCO, Cc1[nH]cnc1CSCCCl, Cl, NC(N)=S. Product: Cc1[nH]cnc1CSCCSC(=N)N. Reaction SMILES: [CH3:17][CH2:18][OH:19].[Cl:2][CH2:3][CH2:4][S:5][CH2:6][c:7]1[n:8][cH:9][nH:10][c:11]1[CH3:12].[ClH:1].[NH2:13][C:14]([NH2:15])=[S:16]>>[CH2:3]([CH2:4][S:5][CH2:6][c:7]1[n:8][cH:9][nH:10][c:11]1[CH3:12])[S:16][C:14](=[NH:13])[NH2:15]. The reactants are COCCOC(=O)C1=C(C)NC(C)=C(C(=O)OC(C)C)C1c1cccc(NO)c1, O=Cc1ccccc1[N+](=O)[O-]. The product is COCCOC(=O)C1=C(C)NC(C)=C(C(=O)OC(C)C)C1c1cccc([N+]([O-])=Cc2ccccc2[N+](=O)[O-])c1. As a reaction SMILES: [CH3:1][C:2]1=[C:7]([C:8](=[O:9])[O:10][CH2:11][CH2:12][O:13][CH3:14])[CH:6]([c:15]2[cH:16][c:17]([NH:21][OH:22])[cH:18][cH:19][cH:20]2)[C:5]([C:23](=[O:24])[O:25][CH:26]([CH3:27])[CH3:28])=[C:4]([CH3:29])[NH:3]1.[N+:30](=[O:31])([O-:32])[c:33]1[c:34]([CH:35]=[O:36])[cH:37][cH:38][cH:39][cH:40]1>>[CH3:1][C:2]1=[C:7]([C:8](=[O:9])[O:10][CH2:11][CH2:12][O:13][CH3:14])[CH:6]([c:15]2[cH:16][c:17]([N+:21]([O-:22])=[CH:35][c:34]3[c:33]([N+:30](=[O:31])[O-:32])[cH:40][cH:39][cH:38][cH:37]3)[cH:18][cH:19][cH:20]2)[C:5]([C:23](=[O:24])[O:25][CH:26]([CH3:27])[CH3:28])=[C:4]([CH3:29])[NH:3]1.